From a dataset of the Open Reaction Database (ORD), a public repository of structured organic reaction records. describe an organic reaction: reactants, conditions, products, and yield Starting materials: C(=O)(O)[O-].[Na+] (NaHCO3), ClC1=C(C(=O)OC)C=C(C(=C1)F)S(=O)(=O)C (methyl 2-chloro-4-fluoro-5-methylsulfonylbenzoate), CN(CCC1=CC=C(C=C1)O)C (4-(2-dimethylaminoethyl)phenol), C(=O)([O-])[O-].[Cs+].[Cs+] (Cs2CO3). The solvent is CN1CCCC1=O (NMP). Reaction conditions: temperature 100 celsius, time 3 hour. Yields the product ClC1=C(C(=O)OC)C=C(C(=C1)OC1=CC=C(C=C1)CCN(C)C)S(=O)(=O)C (Methyl 2-chloro-4-(4-(2-dimethylaminoethyl)phenoxy)-5-methylsulfonyl-benzoate). The yield is 29.1%. Reaction SMILES: [Cl:1][C:2]1[CH:11]=[C:10](F)[C:9]([S:13]([CH3:16])(=[O:15])=[O:14])=[CH:8][C:3]=1[C:4]([O:6][CH3:7])=[O:5].[CH3:17][N:18]([CH3:28])[CH2:19][CH2:20][C:21]1[CH:26]=[CH:25][C:24]([OH:27])=[CH:23][CH:22]=1.C([O-])([O-])=O.[Cs+].[Cs+].C([O-])(O)=O.[Na+]>CN1C(=O)CCC1>[Cl:1][C:2]1[CH:11]=[C:10]([O:27][C:24]2[CH:23]=[CH:22][C:21]([CH2:20][CH2:19][N:18]([CH3:17])[CH3:28])=[CH:26][CH:25]=2)[C:9]([S:13]([CH3:16])(=[O:15])=[O:14])=[CH:8][C:3]=1[C:4]([O:6][CH3:7])=[O:5] |f:2.3.4,5.6|. Procedure: 534 mg of methyl 2-chloro-4-fluoro-5-methylsulfonylbenzoate, 331 mg of 4-(2-dimethylaminoethyl)phenol and 2.0 g of Cs2CO3 were dissolved in 10 ml of NMP and the mixture was stirred at 100° C. for 3 hours. The reaction mixture was poured onto 150 ml of a saturated aqueous NaHCO3 solution and extracted 3 times using 100 ml of EA each time. The organic phase was dried over Na2SO4 and the solvent was removed in vacuo. Chromatography on silica gel using EA/MeOH 3:1 yields 240 mg of a viscous oil. The reactants are B(Br)(Br)Br (BBr3), ClC=1C(=NC(=NC1C)SC)COC (5-chloro-4-(methoxymethyl)-6-methyl-2-(methylsulfanyl)pyrimidine), O (Water). Solvent: C(Cl)Cl (CH2Cl2), C(Cl)Cl (CH2Cl2). Run at temperature 0 celsius, time 1 hour. Yields the product ClC=1C(=NC(=NC1C)SC)CO ([5-chloro-6-methyl-2-(methylsulfanyl)pyrimidin-4-yl]methanol). RXN SMILES: B(Br)(Br)Br.[Cl:5][C:6]1[C:7]([CH2:15][O:16]C)=[N:8][C:9]([S:13][CH3:14])=[N:10][C:11]=1[CH3:12].O>C(Cl)Cl>[Cl:5][C:6]1[C:7]([CH2:15][OH:16])=[N:8][C:9]([S:13][CH3:14])=[N:10][C:11]=1[CH3:12]. Reported procedure: 1M BBr3 in CH2Cl2 (9.5 ml, 9.5 mmol) was added to a solution of the title compound from Step C (0.52 g, 2.78 mmol) in CH2Cl2 (5 mL) at 0° C. The mixture was stirred at 0° C. for 1 h. Water (1 mL) was added. The mixture was extracted with CH2Cl2 (3×10 mL), and dried over Na2SO4. The solvent was removed. The residue was purified by column chromatography on silica gel Biotage 40S, eluting with EtOAc/hexane (3/7) to give the title compound as a colorless gum. 1H NMR (CDCl3, 500 MHz) δ 4.76 (d, J=4.5... Reactants: CC1(C)C(=O)N(Br)C(=O)N1Br, CC(=O)OC1CC2=CCC3C4CCC(C(C)CCCC(C)C)C4(C)CCC3C2(C)C(OC(C)=O)C1, CCCCCC, CCOC(C)=O, Cc1ccccc1C. Product: CC(=O)OC1CC2=CC=C3C4CCC(C(C)CCCC(C)C)C4(C)CCC3C2(C)C(OC(C)=O)C1. Reaction SMILES: [Br:42][N:43]1[C:44]([CH3:45])([CH3:46])[C:47](=[O:48])[N:49]([Br:50])[C:51]1=[O:52].[C:1]([CH3:2])(=[O:3])[O:4][CH:5]1[CH2:6][CH:7]([O:32][C:33]([CH3:34])=[O:35])[CH2:8][C:9]2=[CH:10][CH2:11][CH:12]3[CH:13]4[CH2:14][CH2:15][CH:16]([CH:17]([CH2:18][CH2:19][CH2:20][CH:21]([CH3:22])[CH3:23])[CH3:24])[C:25]4([CH3:31])[CH2:26][CH2:27][CH:28]3[C:29]12[CH3:30].[CH3:36][CH2:37][CH2:38][CH2:39][CH2:40][CH3:41].[CH3:61][CH2:62][O:63][C:64](=[O:65])[CH3:66].[c:53]1([CH3:54])[c:55]([CH3:56])[cH:57][cH:58][cH:59][cH:60]1>>[C:1]([CH3:2])(=[O:3])[O:4][CH:5]1[CH2:6][CH:7]([O:32][C:33]([CH3:34])=[O:35])[CH2:8][C:9]2=[CH:10][CH:11]=[C:12]3[CH:13]4[CH2:14][CH2:15][CH:16]([CH:17]([CH2:18][CH2:19][CH2:20][CH:21]([CH3:22])[CH3:23])[CH3:24])[C:25]4([CH3:31])[CH2:26][CH2:27][CH:28]3[C:29]12[CH3:30]. The reactants are C(C)(=O)N1N=C(C2=CC(=CC=C12)C(=O)Cl)C1=CC=C(C=C1)F (1-acetyl-3-(4-fluorophenyl)-1H-indazole-5-carbonyl chloride), C(NN)(=O)OC(C)(C)C (tert-butyl carbazate). The product is C(C)(C)(C)OC(=O)NNC(=O)C=1C=C2C(=NNC2=CC1)C1=CC=C(C=C1)F (N-[(TERT-BUTOXY)CARBONYLAMINO][3-(4-FLUOROPHENYL) (1H-INDAZOL-5-YL)]CARBOXAMIDE). RXN SMILES: C([N:4]1[C:12]2[C:7](=[CH:8][C:9]([C:13](Cl)=[O:14])=[CH:10][CH:11]=2)[C:6]([C:16]2[CH:21]=[CH:20][C:19]([F:22])=[CH:18][CH:17]=2)=[N:5]1)(=O)C.[C:23]([O:27][C:28]([CH3:31])([CH3:30])[CH3:29])(=[O:26])[NH:24][NH2:25]>>[C:28]([O:27][C:23]([NH:24][NH:25][C:13]([C:9]1[CH:8]=[C:7]2[C:12](=[CH:11][CH:10]=1)[NH:4][N:5]=[C:6]2[C:16]1[CH:17]=[CH:18][C:19]([F:22])=[CH:20][CH:21]=1)=[O:14])=[O:26])([CH3:31])([CH3:30])[CH3:29]. Procedure: The product was synthesized as described in Example 109 A using 1-acetyl-3-(4-fluorophenyl)-1H-indazole-5-carbonyl chloride (500 mg, 1.58 mmol) and tert-butyl carbazate (230 mg, 1.74 mmol). 1H NMR (DMSO-d6) δ 10.35 (s, 1H), 8.95 (s, 1H), 8.4 (s, 1H), 8.1 (m, 2H), 7.9 (d, 1H), 7.65 (d, 1H), 7.4 (t, 2H), 1.3–1.5 (m, 9H), ES-MS m/z 371 [M+1]+.